From a dataset of the Open Reaction Database (ORD), a public repository of structured organic reaction records. describe an organic reaction: reactants, conditions, products, and yield Starting materials: Cc1ccc(C#N)c(N=CN(C)C)n1, CI, CCOC(C)=O, CCCCCCC, CCCCCC, CC(C)[N-]C(C)C, [Li+], C1CCOC1, Cc1ccccc1. Yields the product CCc1ccc(C#N)c(N=CN(C)C)n1. Reaction SMILES: [C:1](#[N:2])[c:3]1[c:4]([N:10]=[CH:11][N:12]([CH3:13])[CH3:14])[n:5][c:6]([CH3:9])[cH:7][cH:8]1.[CH3:23][I:24].[CH3:25][CH2:26][O:27][C:28](=[O:29])[CH3:30].[CH3:36][CH2:37][CH2:38][CH2:39][CH2:40][CH2:41][CH3:42].[CH3:43][CH2:44][CH2:45][CH2:46][CH2:47][CH3:48].[CH:15]([N-:16][CH:17]([CH3:18])[CH3:19])([CH3:20])[CH3:21].[Li+:22].[O:31]1[CH2:32][CH2:33][CH2:34][CH2:35]1.[c:49]1([CH3:50])[cH:51][cH:52][cH:53][cH:54][cH:55]1>>[C:1](#[N:2])[c:3]1[c:4]([N:10]=[CH:11][N:12]([CH3:13])[CH3:14])[n:5][c:6]([CH2:9][CH3:15])[cH:7][cH:8]1. The reactants are solution, C[Si](C)(C)[N-][Si](C)(C)C.[Na+] (NaHMDS), C1(=CC=C(C=C1)CN1C(=NC2=C1C=C(C(=C2F)C=2C=C1C=CNC1=CC2)F)OC2CCC(CC2)C(=O)OCC)C2=CC=CC=C2 (ethyl 4-{[1-(biphenyl-4-ylmethyl)-4,6-difluoro-5-(1H-indol-5-yl)-1H-benzimidazol-2-yl]oxy}cyclohexanecarboxylate), C1(CC1)B(O)O (cyclopropylboronic acid), Cl (HCl). The reagents and catalysts are CN(C)C=1C=CN=CC1 (DMAP), CC(=O)[O-].CC(=O)[O-].[Cu+2] (Cu(OAc)2). The solvent is C1(=CC=CC=C1)C (toluene), C1(=CC=CC=C1)C (Toluene). Reaction conditions: temperature 95 celsius. The product is C1(=CC=C(C=C1)CN1C(=NC2=C1C=C(C(=C2F)C=2C=C1C=CN(C1=CC2)C2CC2)F)OC2CCC(CC2)C(=O)OCC)C2=CC=CC=C2 (Ethyl 4-{[1-(biphenyl-4-ylmethyl)-5-(1-cyclopropyl-1H-indol-5-yl)-4,6-difluoro-1H-benzimidazol-2-yl]oxy}cyclohexanecarboxylate). Reaction SMILES: [C:1]1([C:40]2[CH:45]=[CH:44][CH:43]=[CH:42][CH:41]=2)[CH:6]=[CH:5][C:4]([CH2:7][N:8]2[C:12]3[CH:13]=[C:14]([F:27])[C:15]([C:18]4[CH:19]=[C:20]5[C:24](=[CH:25][CH:26]=4)[NH:23][CH:22]=[CH:21]5)=[C:16]([F:17])[C:11]=3[N:10]=[C:9]2[O:28][CH:29]2[CH2:34][CH2:33][CH:32]([C:35]([O:37][CH2:38][CH3:39])=[O:36])[CH2:31][CH2:30]2)=[CH:3][CH:2]=1.[CH:46]1(B(O)O)[CH2:48][CH2:47]1.C[Si]([N-][Si](C)(C)C)(C)C.[Na+].Cl>CN(C1C=CN=CC=1)C.CC([O-])=O.CC([O-])=O.[Cu+2].C1(C)C=CC=CC=1>[C:1]1([C:40]2[CH:45]=[CH:44][CH:43]=[CH:42][CH:41]=2)[CH:2]=[CH:3][C:4]([CH2:7][N:8]2[C:12]3[CH:13]=[C:14]([F:27])[C:15]([C:18]4[CH:19]=[C:20]5[C:24](=[CH:25][CH:26]=4)[N:23]([CH:46]4[CH2:48][CH2:47]4)[CH:22]=[CH:21]5)=[C:16]([F:17])[C:11]=3[N:10]=[C:9]2[O:28][CH:29]2[CH2:34][CH2:33][CH:32]([C:35]([O:37][CH2:38][CH3:39])=[O:36])[CH2:31][CH2:30]2)=[CH:5][CH:6]=1 |f:2.3,6.7.8|. Procedure: A 10 mL flask was charged with ethyl 4-{[1-(biphenyl-4-ylmethyl)-4,6-difluoro-5-(1H-indol-5-yl)-1H-benzimidazol-2-yl]oxy}cyclohexanecarboxylate (0.080 g, 0.132 mmol), DMAP (0.048 g, 0.396 mmol), cyclopropylboronic acid (0.023 g, 0.264 mmol), and Cu(OAc)2 (4.8 mg, 0.026 mmol) under a nitrogen atmosphere. Toluene (1.3 mL) was added and the resulting suspension was treated with a 0.6 M solution of NaHMDS in toluene (0.220 mL, 0.132 mmol) dropwise via syringe. Dry air was purged into the reaction ve... Starting materials: COC1=CC2=C(N=C(N2)S)C=C1 (5-methoxy-2-mercaptobenzimidazole), C(\C=C(/C)\CCC=C(C)C)Cl (geranyl chloride), [OH-].[Na+] (NaOH). Run in CO (methanol). Run at time 8 hour. The product is C\C(=C/CSC1=NC2=C(N1)C=CC(=C2)OC)\CCC=C(C)C (2-[(3,7-dimethyl-2,6-(E)-octadienyl)thio]-5-methoxy-1H-1,3-benzimidazole). RXN SMILES: [CH3:1][O:2][C:3]1[CH:12]=[CH:11][C:6]2[N:7]=[C:8]([SH:10])[NH:9][C:5]=2[CH:4]=1.[CH2:13](Cl)/[CH:14]=[C:15](/[CH2:17][CH2:18][CH:19]=[C:20]([CH3:22])[CH3:21])\[CH3:16].[OH-].[Na+]>CO>[CH3:16]/[C:15](/[CH2:17][CH2:18][CH:19]=[C:20]([CH3:22])[CH3:21])=[CH:14]\[CH2:13][S:10][C:8]1[NH:7][C:6]2[CH:11]=[CH:12][C:3]([O:2][CH3:1])=[CH:4][C:5]=2[N:9]=1 |f:2.3|. Procedure details: To the 5-methoxy-2-mercaptobenzimidazole (2.5 g, 0.014M) in methanol (100 mL) was added geranyl chloride (2.4 g, 0.014M). The solution was taken to pH 11 (2N NaOH), stirred overnight at ambient temperature, evaporated, dissolved in CH2Cl2, washed with saturated NaHCO3 +brine, and dried over Na2SO4. The solvent was evaporated to oil which was flash chromatographed (Rf=0.76) (5% MeOH (CH2Cl2)) to give 2-[(3,7-dimethyl-2,6-(E)-octadienyl)thio]-5-methoxy-1H-1,3-benzimidazole (free base) which was co... Starting materials: solution, Cl (hydrogen chloride), C(C)OCC (diethyl ether), COCCNCCNC(OC(C)(C)C)=O (tert-Butyl {2-[(2-methoxyethyl)amino]ethyl}carbamate). Conditions: time 8 hour. Product: Cl.Cl.COCCNCCN (N-(2-Methoxyethyl)ethane-1,2-diamine dihydrochloride). As a reaction SMILES: [ClH:1].C(OCC)C.[CH3:7][O:8][CH2:9][CH2:10][NH:11][CH2:12][CH2:13][NH:14]C(=O)OC(C)(C)C>>[ClH:1].[ClH:1].[CH3:7][O:8][CH2:9][CH2:10][NH:11][CH2:12][CH2:13][NH2:14] |f:3.4.5|. Procedure details: 15.5 ml of a 2 N solution of hydrogen chloride in diethyl ether (31 mmol, 10 equivalents) were added to 750 mg of tert-butyl {2-[(2-methoxyethyl)amino]ethyl}carbamate (Example 165A, purity about 90%, 3.1 mmol, 1 equivalent), and the mixture was stirred at RT overnight. The solvent was decanted off, the residue was triturated three times with diethyl ether and the product obtained in this manner was dried under reduced pressure. This gave 482 mg (82% of theory) of the title compound. Reactants: C(C1=CC=CC=C1)N (benzylamine), FC=1C=C(CN)C=CC1F (3,4-difluorobenzylamine), O=C1N(CCN1CC=1C=NC=CC1)C=1C=C(C(=O)OC)C=CN1 (methyl 2-(2-oxo-3-(pyridin-3-ylmethyl)imidazolidin-1-yl)isonicotinate). Product: FC=1C=C(CNC(C2=CC(=NC=C2)N2C(N(CC2)CC=2C=NC=CC2)=O)=O)C=CC1F (N-(3,4-difluorobenzyl)-2-(2-oxo-3-(pyridin-3-ylmethyl)imidazolidin-1-yl)isonicotinamide). Yield: 59.0%. RXN SMILES: C(N)C1C=CC=CC=1.[F:9][C:10]1[CH:11]=[C:12]([CH:15]=[CH:16][C:17]=1[F:18])[CH2:13][NH2:14].[O:19]=[C:20]1[N:24]([CH2:25][C:26]2[CH:27]=[N:28][CH:29]=[CH:30][CH:31]=2)[CH2:23][CH2:22][N:21]1[C:32]1[CH:33]=[C:34]([CH:39]=[CH:40][N:41]=1)[C:35](OC)=[O:36]>>[F:9][C:10]1[CH:11]=[C:12]([CH:15]=[CH:16][C:17]=1[F:18])[CH2:13][NH:14][C:35](=[O:36])[C:34]1[CH:39]=[CH:40][N:41]=[C:32]([N:21]2[CH2:22][CH2:23][N:24]([CH2:25][C:26]3[CH:27]=[N:28][CH:29]=[CH:30][CH:31]=3)[C:20]2=[O:19])[CH:33]=1. Reported procedure: Following the procedure as described in Example 15, making variations as required to replace benzylamine with 3,4-difluorobenzylamine to react with methyl 2-(2-oxo-3-(pyridin-3-ylmethyl)imidazolidin-1-yl)isonicotinate, N-(3,4-difluorobenzyl)-2-(2-oxo-3-(pyridin-3-ylmethyl)imidazolidin-1-yl)isonicotinamide was obtained as a colorless solid in 59% yield: mp 178-180° C.; 1H NMR (300 MHz, CDCl3) δ 8.63-8.53 (m, 3H), 8.36 (dd, J=5.4, 0.6 Hz, 1H), 7.64-7.60 (m, 1H), 7.39 (dd, J=5.1, 1.5 Hz, 1H), 7.31-... Starting materials: S1C(=CC=C1)C=1C=C2CCNC2=CC1 (5-(thiophene-2-yl)indoline), IC1=CC=2C(C3=CC=CC=C3C2C=C1)(C)C (2-iodo-9,9-dimethyl-9H-fluorene), C([O-])([O-])=O.[K+].[K+] (potassium carbonate). Reagents/catalysts: [Cu] (copper). Procedure: Under the atmosphere of nitrogen, a mixed solution made of 2 parts of 2-thiopheneboric acid, 3 mL of ethanol and 10 mL of 2M sodium carbonate was dropwise added to a mixed solution of 2 parts of 5-bromoindoline and 20 parts of toluene, and the reactive components were caused to react for 1 hour. Thereafter, thereto was added 0.3 part of tetra-triphenylphosphine palladium (0), and the reactive components were caused to react at 80° C. for 12 hours. After the reaction, the reaction solution was ex... Solvent: CN(C=O)C (dimethylformamide). Product: CC1(C2=CC=CC=C2C=2C=CC(=CC12)N1CCC2=CC(=CC=C12)C=1SC=CC1)C (1-(9,9-dimethyl-9H-fluorene-2-yl)-5-(thiophene-2-yl)indoline). RXN SMILES: [S:1]1[CH:5]=[CH:4][CH:3]=[C:2]1[C:6]1[CH:7]=[C:8]2[C:12](=[CH:13][CH:14]=1)[NH:11][CH2:10][CH2:9]2.I[C:16]1[CH:28]=[CH:27][C:26]2[C:25]3[C:20](=[CH:21][CH:22]=[CH:23][CH:24]=3)[C:19]([CH3:30])([CH3:29])[C:18]=2[CH:17]=1.C(=O)([O-])[O-].[K+].[K+]>[Cu].CN(C)C=O>[CH3:29][C:19]1([CH3:30])[C:20]2[CH:21]=[C:22]([N:11]3[C:12]4[C:8](=[CH:7][C:6]([C:2]5[S:1][CH:5]=[CH:4][CH:3]=5)=[CH:14][CH:13]=4)[CH2:9][CH2:10]3)[CH:23]=[CH:24][C:25]=2[C:26]2[C:18]1=[CH:17][CH:16]=[CH:28][CH:27]=2 |f:2.3.4|. Starting materials: CC(\C=C/C(C)=O)=O (cis-3-hexene-2,5-dione), C(CC)S (n-propanethiol), N1CCCCC1 (piperidine). The reagents and catalysts are N1CCCCC1 (piperidine). Run in CCOCC (ether). Conditions: time 18 hour. The product is C(CC)SC(C(C)=O)CC(C)=O (3-PROPYLTHIO-2,5-HEXANEDIONE). Isolated yield 86.6%. RXN SMILES: [CH3:1][C:2](=[O:8])/[CH:3]=[CH:4]\[C:5](=[O:7])[CH3:6].[CH2:9]([SH:12])[CH2:10][CH3:11].N1CCCCC1>N1CCCCC1.CCOCC>[CH2:9]([S:12][CH:4]([CH2:3][C:2](=[O:8])[CH3:1])[C:5](=[O:7])[CH3:6])[CH2:10][CH3:11]. Procedure: In a 500 ml flask fitted with thermometer, addition funnel, reflux condenser and magnetic stirrer are placed 95 ml of ether, 35.4 g of cis-3-hexene-2,5-dione and one drop of piperidine. Addition of 24 g of n-propanethiol is started and as the addition progresses more piperidine is added (33 drops total) periodically. After standing 18 hours, the solution is washed successively with two 7.5 ml portions of 10% hydrochloric acid, saturated sodium chloride solution (10 ml), 5% sodium bicarbonate sol...